Dataset: the Open Reaction Database (ORD), a public repository of structured organic reaction records. Task: describe an organic reaction: reactants, conditions, products, and yield Reactants: NC1=CC=CC=C1 (Aniline), ice, OP=O (hypophosphorus acid). The solvent is CC(=O)C (Acetone). Reaction conditions: time 5 minute. Product: [PH2](=O)[O-].[NH3+]C1=CC=CC=C1 (anilinium hypophosphite). The yield is 43.0%. Reaction SMILES: [NH2:1][C:2]1[CH:7]=[CH:6][CH:5]=[CH:4][CH:3]=1.[OH:8][P:9]=[O:10]>CC(C)=O>[PH2:9]([O-:10])=[O:8].[NH3+:1][C:2]1[CH:7]=[CH:6][CH:5]=[CH:4][CH:3]=1 |f:3.4|. Procedure: Aniline (182 g, 1.95 mol) was added over 30 min via an additional funnel to an ice-cold aqueous solution of hypophosphorus acid (50% wt, 258 g, 1.95 mol). The light brown solution turned into thick slurry. Acetone (500 ml) was added and the resulting mixture was stirred for 5 min before filtration. The solid was washed with acetone to provide the product anilinium hypophosphite (134 g, 43%). The reactants are ClC=1C=C(C(=O)OO)C=CC1 (3-chloroperoxybenzoic acid), ClC=1N=C(SC1[N+](=O)[O-])SC1=CC=C(C=C1)C (4-chloro-2-(4-methylphenylmercapto)-5-nitrothiazole). Solvent: C(Cl)Cl (methylene chloride). Product: ClC=1N=C(SC1[N+](=O)[O-])S(=O)C1=CC=C(C=C1)C (4-Chloro-2-(4-methylphenylsulphinyl)-5-nitrothiazole). As a reaction SMILES: ClC1C=C(C=CC=1)C(OO)=[O:6].[Cl:12][C:13]1[N:14]=[C:15]([S:21][C:22]2[CH:27]=[CH:26][C:25]([CH3:28])=[CH:24][CH:23]=2)[S:16][C:17]=1[N+:18]([O-:20])=[O:19]>C(Cl)Cl>[Cl:12][C:13]1[N:14]=[C:15]([S:21]([C:22]2[CH:27]=[CH:26][C:25]([CH3:28])=[CH:24][CH:23]=2)=[O:6])[S:16][C:17]=1[N+:18]([O-:20])=[O:19]. Procedure details: A total of 4.35 g (0.025 mol) of 3-chloroperoxybenzoic acid are added in portions (about 8 portions) to a solution of 5.2 g (0.018 mol) of 4-chloro-2-(4-methylphenylmercapto)-5-nitrothiazole (compound No. 57 according to the invention) in 200 ml of methylene chloride at room temperature in the course of about 50 hours. The mixture is then concentrated to dryness in vacuo at room temperature and the residue which remains is stirred intensively with excess aqueous sodium bicarbonate solution, filt... The reactants are Cc1cc(Cl)c2ccccc2n1, O, O=[Se]=O. Product: O=Cc1cc(Cl)c2ccccc2n1. As a reaction SMILES: [Cl:1][c:2]1[cH:3][c:4]([CH3:12])[n:5][c:6]2[cH:7][cH:8][cH:9][cH:10][c:11]12.[OH2:16].[Se:13](=[O:14])=[O:15]>>[Cl:1][c:2]1[cH:3][c:4]([CH:12]=[O:14])[n:5][c:6]2[cH:7][cH:8][cH:9][cH:10][c:11]12. Starting materials: C(CC(=O)N)(=O)N (malonamide), solid, C[O-].[Na+] (sodium methoxide), CN(C=C(C=O)C1=CC(=CC=C1)C(F)(F)F)C (3-(dimethylamino)-2-[3-(trifluoromethyl)phenyl]-2-propenal). The solvent is CO (methanol). Yields the product O=C1NC=C(C=C1C(=O)N)C1=CC(=CC=C1)C(F)(F)F (1,2-Dihydro-2-oxo-5-[3-(trifluoromethyl)phenyl]-3-pyridinecarboxamide). RXN SMILES: [C:1]([NH2:7])(=[O:6])[CH2:2][C:3]([NH2:5])=[O:4].C[O-].[Na+].CN(C)[CH:13]=[C:14]([C:17]1[CH:22]=[CH:21][CH:20]=[C:19]([C:23]([F:26])([F:25])[F:24])[CH:18]=1)[CH:15]=O>CO>[O:4]=[C:3]1[C:2]([C:1]([NH2:7])=[O:6])=[CH:15][C:14]([C:17]2[CH:22]=[CH:21][CH:20]=[C:19]([C:23]([F:24])([F:26])[F:25])[CH:18]=2)=[CH:13][NH:5]1 |f:1.2|. Reported procedure: To a solution of 1.1 g. of malonamide and 1.1 g. of sodium methoxide in 50 ml. of methanol is added 2.43 g. of 3-(dimethylamino)-2-[3-(trifluoromethyl)phenyl]-2-propenal. The resulting mixture is heated at reflux temperature for 12 hours. The mixture is cooled, concentrated and acidified with hydrochloric acid to yield 800 mg. of the product of the Example as a yellow solid m.p. 276.5°-278.5° C. The reactants are C(#N)C1=C(SC2=C1CCC(C2)NC(C(C)(C)C)CO)NC(C(CC)CC)=O (N-(3-Cyano-6-{[1-(hydroxymethyl)-2,2-dimethylpropyl]amino}-4,5,6,7-tetrahydro-1-benzothien-2-yl)-2-ethylbutanamide), C(C)(C)N(CC)C(C)C (di-isopropylethylamine), C1(CCCCC1)C(=O)Cl (cyclohexanecarbonyl chloride). Run in ClCCl (dichloromethane). Run at time 16 hour. The product is C(#N)C1=C(SC2=C1CCC(C2)N(C(=O)C2CCCCC2)C(C(C)(C)C)CO)NC(C(CC)CC)=O (N-{3-Cyano-2-[(2-ethylbutanoyl)amino]-4,5,6,7-tetrahydro-1-benzothien-6-yl}-N-[1-(hydroxymethyl)-2,2-dimethylpropyl]cyclohexanecarboxamide). Reaction SMILES: [C:1]([C:3]1[C:7]2[CH2:8][CH2:9][CH:10]([NH:12][CH:13]([CH2:18][OH:19])[C:14]([CH3:17])([CH3:16])[CH3:15])[CH2:11][C:6]=2[S:5][C:4]=1[NH:20][C:21](=[O:27])[CH:22]([CH2:25][CH3:26])[CH2:23][CH3:24])#[N:2].C(N(C(C)C)CC)(C)C.[CH:37]1([C:43](Cl)=[O:44])[CH2:42][CH2:41][CH2:40][CH2:39][CH2:38]1>ClCCl>[C:1]([C:3]1[C:7]2[CH2:8][CH2:9][CH:10]([N:12]([CH:13]([CH2:18][OH:19])[C:14]([CH3:17])([CH3:16])[CH3:15])[C:43]([CH:37]3[CH2:42][CH2:41][CH2:40][CH2:39][CH2:38]3)=[O:44])[CH2:11][C:6]=2[S:5][C:4]=1[NH:20][C:21](=[O:27])[CH:22]([CH2:25][CH3:26])[CH2:23][CH3:24])#[N:2]. Procedure details: To a solution of the intermediate isolated in Step A in 5.0 mL of dichloromethane was added 0.175 mL (1.00 mmol) of di-isopropylethylamine and 0.041 mL (0.280 mmol) of cyclohexanecarbonyl chloride. After stirring 16 h at ambient temperate, the reaction mixture was concentrated in vacuo, and purified by preparative reversed phase HPLC, affording the title compound as a white solid.